This data is from the Open Reaction Database (ORD), a public repository of structured organic reaction records. The task is: describe an organic reaction: reactants, conditions, products, and yield Starting materials: [OH-].[Na+] (NaOH), FC1=CC=C(CCl)C=C1 (4-fluorobenzyl chloride), C(=O)O (formic acid), O=C1C2=C(N(C(N1)=S)CC(=O)O)CCC2 ((4-oxo-2-thioxo-2,3,4,5,6,7-hexahydro-1H-cyclopenta[d]pyrimidin-1-yl)acetic acid), C(=O)([O-])[O-].[Na+].[Na+] (Na2CO3), C(=O)O (formic acid). Solvent: O (water), O (water), C(C)(C)O (isopropyl alcohol). Conditions: temperature 40 celsius. Yields the product FC1=CC=C(C=C1)CSC1=NC(C2=C(N1CC(=O)O)CCC2)=O ((2-{[(4-Fluorophenyl)methyl]thio}-4-oxo-4,5,6,7-tetrahydro-1Hcyclopenta[d]pyrimidin-1-yl)acetic acid). Isolated yield 96.8%. RXN SMILES: [O:1]=[C:2]1[NH:7][C:6](=[S:8])[N:5]([CH2:9][C:10]([OH:12])=[O:11])[C:4]2[CH2:13][CH2:14][CH2:15][C:3]1=2.[OH-].[Na+].C([O-])([O-])=O.[Na+].[Na+].[F:24][C:25]1[CH:32]=[CH:31][C:28]([CH2:29]Cl)=[CH:27][CH:26]=1.C(O)=O>O.C(O)(C)C>[F:24][C:25]1[CH:32]=[CH:31][C:28]([CH2:29][S:8][C:6]2[N:5]([CH2:9][C:10]([OH:12])=[O:11])[C:4]3[CH2:13][CH2:14][CH2:15][C:3]=3[C:2](=[O:1])[N:7]=2)=[CH:27][CH:26]=1 |f:1.2,3.4.5|. Procedure: (4-oxo-2-thioxo-2,3,4,5,6,7-hexahydro-1H-cyclopenta[d]pyrimidin-1-yl)acetic acid (20.0 g, 1.0 eq) was slurried in a mixture of water (112 mL) and isopropyl alcohol (20 mL). NaOH solution (50.9% aqueous, 13.82 g, 1.99 eq) was added followed by a water line wash (10 mL) resulting in a solution. Then Na2CO3 (1.50 g, 0.16 eq) was charged and the solution was heated to 40±3° C. Thereafter 4-fluorobenzyl chloride (13.4 g, 1.05 eq) was added, followed by a line wash of isopropyl alcohol (12 mL) and the...